This data is from the Open Reaction Database (ORD), a public repository of structured organic reaction records. The task is: describe an organic reaction: reactants, conditions, products, and yield The reactants are BrCC1=CC=C(C=C1)C1=NOC(=C1)C(=O)N (3-(4-bromomethyl-phenyl)-isoxazole-5-carboxylic acid amide), BrCC1=CC=C(C=C1)C1=NOC(=C1)C(=O)N (3-(4-bromomethyl-phenyl)-isoxazole-5-carboxylic acid amide), OC=1C(=NC=CC1)C (3-hydroxy-2-methylpyridine), C(=O)([O-])[O-].[K+].[K+] (K2CO3). Solvent: CC#N (CH3CN). Reaction conditions: temperature 90 celsius. Product: CC1=NC=CC=C1OCC1=CC=C(C=C1)C1=NOC(=C1)C(=O)N (3-[4-(2-methyl-pyridin-3-yloxymethyl)-phenyl]-isoxazole-5-carboxylic acid amide). Isolated yield 36.3%. Reaction SMILES: Br[CH2:2][C:3]1[CH:8]=[CH:7][C:6]([C:9]2[CH:13]=[C:12]([C:14]([NH2:16])=[O:15])[O:11][N:10]=2)=[CH:5][CH:4]=1.[OH:17][C:18]1[C:19]([CH3:24])=[N:20][CH:21]=[CH:22][CH:23]=1.C([O-])([O-])=O.[K+].[K+]>CC#N>[CH3:24][C:19]1[C:18]([O:17][CH2:2][C:3]2[CH:8]=[CH:7][C:6]([C:9]3[CH:13]=[C:12]([C:14]([NH2:16])=[O:15])[O:11][N:10]=3)=[CH:5][CH:4]=2)=[CH:23][CH:22]=[CH:21][N:20]=1 |f:2.3.4|. Reported procedure: To a mixture of 3-(4-bromomethyl-phenyl)-isoxazole-5-carboxylic acid amide (which may be prepared as described in Preparation of Intermediate 14; 30 mg, 0.107 mmol) in CH3CN (2 mL) were added 3-hydroxy-2-methylpyridine (20 mg, 0.18 mmol) and K2CO3 (30 mg, 0.22 mmol). The mixture was heated at 90° C. overnight and then evaporated to dryness. The residue was purified by chromatography (66-75% EtOAc/hexanes) to give 3-[4-(2-methyl-pyridin-3-yloxymethyl)-phenyl]-isoxazole-5-carboxylic acid amide (12... Reactants: suspension, [H-].[Na+] (sodium hydride), OC(CNC1=C(C=CC=C1)O)CO (2-(2,3-dihydroxypropylamino)-phenol), C(C)OC(C(CC)Br)=O (ethyl-2-bromobutyrate), OC(CNC1=C(C=CC=C1)O)CO (2-(2,3-dihydroxypropylamino) -phenol), C(C)OC(C(CC)Br)=O (ethyl-2-bromobutyrate). Solvent: C(Cl)(Cl)Cl (chloroform), CN(C=O)C (dimethylformamide). The product is C(C)C1OC2=C(N(C1=O)CC(CO)O)C=CC=C2 (2-ethyl-3-oxo-4-(2,3-dihydroxy propyl)-2,3-dihydro-1,4-benzoxazine). Isolated yield 55.0%. RXN SMILES: C([O:3][C:4](=O)[CH:5](Br)[CH2:6][CH3:7])C.[OH:10][CH:11]([CH2:21][OH:22])[CH2:12][NH:13][C:14]1[CH:19]=[CH:18][CH:17]=[CH:16][C:15]=1[OH:20].[H-].[Na+]>CN(C)C=O.C(Cl)(Cl)Cl>[CH2:6]([CH:5]1[C:4](=[O:3])[N:13]([CH2:12][CH:11]([OH:10])[CH2:21][OH:22])[C:14]2[CH:19]=[CH:18][CH:17]=[CH:16][C:15]=2[O:20]1)[CH3:7] |f:2.3|. Procedure: This same compound is prepared in a yield of 55 % by the action of ethyl-2-bromobutyrate on 2-(2,3-dihydroxypropylamino) -phenol (Method D): 4.8 g of a suspension of sodium hydride in oil are slowly added to a solution of 18 g of 2-(2,3-dihydroxypropylamino)-phenol in dimethylformamide, followed by the addition 30 minutes afterwards of 20 g of ethyl-2-bromobutyrate. The mixture is then heated for 2 hours to 60°C and then kept for a few hours at the reflux temperature of the solvent. The solvent ...